This data is from the Open Reaction Database (ORD), a public repository of structured organic reaction records. The task is: describe an organic reaction: reactants, conditions, products, and yield Starting materials: COC(=O)C(CCc1ccccc1)NC(C)C(=O)N1C(C(=O)O)CC2COCC21, CO, [Na+], [OH-]. Product: CC(NC(CCc1ccccc1)C(=O)O)C(=O)N1C(C(=O)O)CC2COCC21. Reaction SMILES: [C:1](=[O:2])([O:3][CH3:4])[CH:5]([CH2:6][CH2:7][c:8]1[cH:9][cH:10][cH:11][cH:12][cH:13]1)[NH:14][CH:15]([CH3:16])[C:17](=[O:18])[N:19]1[CH:20]2[CH:21]([CH2:22][CH:23]1[C:24](=[O:25])[OH:26])[CH2:27][O:28][CH2:29]2.[CH3:32][OH:33].[Na+:31].[OH-:30]>>[C:1](=[O:2])([OH:3])[CH:5]([CH2:6][CH2:7][c:8]1[cH:9][cH:10][cH:11][cH:12][cH:13]1)[NH:14][CH:15]([CH3:16])[C:17](=[O:18])[N:19]1[CH:20]2[CH:21]([CH2:22][CH:23]1[C:24](=[O:25])[OH:26])[CH2:27][O:28][CH2:29]2.